From a dataset of the Open Reaction Database (ORD), a public repository of structured organic reaction records. describe an organic reaction: reactants, conditions, products, and yield The reactants are [Cl-].C(C)N(CCO)C1=CC=C(C=C1)[N+]#N (p-(N-ethyl-N-2-hydroxyethylamino)benzenediazonium chloride), N (ammonia), C1=C(C(=CC2=CC=CC=C12)O)O (2,3-naphthalenediol), N(=O)[O-].[Na+] (sodium nitrite), Cl (hydrochloric acid), green crystals. Run in O (water), N1=CC=CC=C1 (pyridine). The product is C(C)N(CCO)C1=CC=C(C=C1)N=NC1=C(C(=C(C2=CC=CC=C12)N=NC1=CC=C(C=C1)N(CC)CCO)O)O (1,4-bis[p-(N-ethyl-N-2-hydroxyethylamino)phenylazo]-2,3-naphthalenediol). As a reaction SMILES: [Cl-].[CH2:2]([N:4]([C:8]1[CH:13]=[CH:12][C:11]([N+:14]#[N:15])=[CH:10][CH:9]=1)[CH2:5][CH2:6][OH:7])[CH3:3].N([O-])=O.[Na+].Cl.[CH:21]1[C:30]2[C:25](=[CH:26][CH:27]=[CH:28][CH:29]=2)[CH:24]=[C:23]([OH:31])[C:22]=1[OH:32].[NH3:33]>N1C=CC=CC=1.O>[CH2:2]([N:4]([C:8]1[CH:13]=[CH:12][C:11]([N:14]=[N:15][C:24]2[C:25]3[C:30](=[CH:29][CH:28]=[CH:27][CH:26]=3)[C:21]([N:33]=[N:14][C:11]3[CH:10]=[CH:9][C:8]([N:4]([CH2:5][CH2:6][OH:7])[CH2:2][CH3:3])=[CH:13][CH:12]=3)=[C:22]([OH:32])[C:23]=2[OH:31])=[CH:10][CH:9]=1)[CH2:5][CH2:6][OH:7])[CH3:3] |f:0.1,2.3|. Reported procedure: A solution of 0.200 mole of p-(N-ethyl-N-2-hydroxyethylamino)benzenediazonium chloride (made as in the preceding procedure using twice the amount of PDA, sodium nitrite, hydrochloric acid and water) was added dropwise with stirring at 0°-5° C. to a solution of 15.9 g. (0.0994 mole) of 2,3-naphthalenediol, 400 ml. of pyridine and 150 ml. of aqueous 28% ammonia. The mixture was stirred for 11/2 hr. after completion of the addition. The solid was collected, washed with methanol and then water, and ...